This data is from the Open Reaction Database (ORD), a public repository of structured organic reaction records. The task is: describe an organic reaction: reactants, conditions, products, and yield The reactants are O.BrC1=C(C2=C(NC(C(N2)=O)=O)S1)Br (6,7-Dibromothieno[2,3-b]pyrazine-2,3(1H,4H)-dione hydrate). The reagents and catalysts are [Zn] (zinc), [Zn] (zinc). Solvent: C(C)(=O)O (acetic acid). Conditions: time 24 hour. Yields the product BrC1=CSC=2NC(C(NC21)=O)=O (7-Bromothieno(2,3-b)pyrazine-2,3(1H,4H)-dione). Yield: 29.0%. Reaction SMILES: O.Br[C:3]1[S:13][C:6]2[NH:7][C:8](=[O:12])[C:9](=[O:11])[NH:10][C:5]=2[C:4]=1[Br:14]>C(O)(=O)C.[Zn]>[Br:14][C:4]1[C:5]2[NH:10][C:9](=[O:11])[C:8](=[O:12])[NH:7][C:6]=2[S:13][CH:3]=1 |f:0.1|. Procedure details: 6,7-Dibromothieno[2,3-b]pyrazine-2,3(1H,4H)-dione hydrate (0.50 g, 1.45 mmol) was dissolved in 113 ml 97% acetic acid at 100° C. and 0.11 g (1.68 mmol) of zinc dust was added in one portion. After stirring 24 h another 0.11 g (1.68 mmol) of zinc dust was added and the stirring was continued at 100° C. for 24 h. The reaction mixture was filtrated and evaporated to dryness under reduced pressure and 10 ml of water was added. The precipitate was filtered off and washed with water and dried. The cru... Starting materials: CCOCC (Ether), [Cr](=O)(=O)([O-])Cl.[NH+]1=CC=CC=C1 (pyridinium chlorochromate), C(C)OC(CCCCCO)=O (6-hydroxyhexanoic acid ethyl ester). Run in ClCCl (dichloromethane), ClCCl (dichloromethane). Reaction conditions: time 1.5 hour. The product is C(C)OC(CCCCC=O)=O (6-oxohexanoic acid ethyl ester). Yield: 89.6%. Reaction SMILES: [Cr](Cl)([O-])(=O)=O.[NH+]1C=CC=CC=1.[CH2:12]([O:14][C:15](=[O:22])[CH2:16][CH2:17][CH2:18][CH2:19][CH2:20][OH:21])[CH3:13].CCOCC>ClCCl>[CH2:12]([O:14][C:15](=[O:22])[CH2:16][CH2:17][CH2:18][CH2:19][CH:20]=[O:21])[CH3:13] |f:0.1|. Reported procedure: To a solution of pyridinium chlorochromate (2.0 g) in dichloromethane (15 ml) was added a solution of 6-hydroxyhexanoic acid ethyl ester (1.0 g) in dichloromethane (1.5 ml) in one portion and stirred for 1.5 hours at ambient temperature. Ether (15 ml) was added to the reaction mixture, and the insoluble material removed by filtration and discarded. The filtrate was purified by silica gel chromatography (diethyl ether) to give 6-oxohexanoic acid ethyl ester (884.6 mg), as a pale green oil.